Dataset: the Open Reaction Database (ORD), a public repository of structured organic reaction records. Task: describe an organic reaction: reactants, conditions, products, and yield Reactants: C1(=CC=CC=C1)S(=O)(=O)OC1=CC=C(C=C1)CCOC1=CC=C(C=C2C(NC(S2)=O)=O)C=C1 (5-(4-[2-(4-(benzenesulfonyloxy)phenyl)ethoxy]benzylidene)thiazolidine-2,4-dione). Reagents/catalysts: [Pd] (Pd/C). Solvent: C(C)(=O)OCC (ethyl acetate), C(C)(=O)O (acetic acid). The product is C1(=CC=CC=C1)S(=O)(=O)OC1=CC=C(C=C1)CCOC1=CC=C(C=C1)CC1C(NC(S1)=O)=O (5-([4-[2-(4-(Benzenesulfonyloxy)phenyl)ethoxy]phenyl]methyl)thiazolidine-2,4-dione). Yield: 48.6%. As a reaction SMILES: [C:1]1([S:7]([O:10][C:11]2[CH:16]=[CH:15][C:14]([CH2:17][CH2:18][O:19][C:20]3[CH:33]=[CH:32][C:23]([CH:24]=[C:25]4[S:29][C:28](=[O:30])[NH:27][C:26]4=[O:31])=[CH:22][CH:21]=3)=[CH:13][CH:12]=2)(=[O:9])=[O:8])[CH:6]=[CH:5][CH:4]=[CH:3][CH:2]=1>C(OCC)(=O)C.C(O)(=O)C.[Pd]>[C:1]1([S:7]([O:10][C:11]2[CH:12]=[CH:13][C:14]([CH2:17][CH2:18][O:19][C:20]3[CH:33]=[CH:32][C:23]([CH2:24][CH:25]4[S:29][C:28](=[O:30])[NH:27][C:26]4=[O:31])=[CH:22][CH:21]=3)=[CH:15][CH:16]=2)(=[O:8])=[O:9])[CH:6]=[CH:5][CH:4]=[CH:3][CH:2]=1. Reported procedure: 1.5 g (3.1 mmole) 5-(4-[2-(4-(benzenesulfonyloxy)phenyl)ethoxy]benzylidene)thiazolidine-2,4-dione was hydrogenated on 1 g Pd/C (5%) in ethyl acetate and acetic acid (2.5%) at atmospheric pressure for 24 hours. The reaction mixture was filtered through celite and the solvent was evaporated in vacuo. The starting material was not completely consumed, therefore the hydrogenation was restarted twice with Pd/C (10%), followed by purification by chromatography on silica gel using dichloromethane:metha... The reactants are CCN(C(C)C)C(C)C (DIEA), N(=C=O)C1=CC=C(C=C1)C(F)(F)F (1-isocyanato-4-(trifluoromethyl)benzene), ClC1=CC=C(CC=2C=NNC2[C@@H]2N(CCC2)C(=O)OC(C)(C)C)C=C1 ((R)-tert-butyl 2-(4-(4-chlorobenzyl)-1H-pyrazol-5-yl)pyrrolidine-1-carboxylate). Run in Cl (HCl), O1CCOCC1 (1,4-dioxane). Run at time 2 hour. Yields the product ClC1=CC=C(CC=2C=NNC2[C@@H]2N(CCC2)C(=O)NC2=CC=C(C=C2)C(F)(F)F)C=C1 ((R)-2-(4-(4-chlorobenzyl)-1H-pyrazol-5-yl)-N-(4-(trifluoromethyl)phenyl)pyrrolidine-1-carboxamide). The yield is 27.8%. RXN SMILES: [Cl:1][C:2]1[CH:25]=[CH:24][C:5]([CH2:6][C:7]2[CH:8]=[N:9][NH:10][C:11]=2[C@H:12]2[CH2:16][CH2:15][CH2:14][N:13]2[C:17]([O:19]C(C)(C)C)=O)=[CH:4][CH:3]=1.CCN(C(C)C)C(C)C.[N:35]([C:38]1[CH:43]=[CH:42][C:41]([C:44]([F:47])([F:46])[F:45])=[CH:40][CH:39]=1)=C=O>Cl.O1CCOCC1>[Cl:1][C:2]1[CH:3]=[CH:4][C:5]([CH2:6][C:7]2[CH:8]=[N:9][NH:10][C:11]=2[C@H:12]2[CH2:16][CH2:15][CH2:14][N:13]2[C:17]([NH:35][C:38]2[CH:43]=[CH:42][C:41]([C:44]([F:45])([F:46])[F:47])=[CH:40][CH:39]=2)=[O:19])=[CH:24][CH:25]=1. Procedure details: A solution of (R)-tert-butyl 2-(4-(4-chlorobenzyl)-1H-pyrazol-5-yl)pyrrolidine-1-carboxylate (30 mg, 0.8 mmol) was dissolved in 4M HCl in 1,4-dioxane (1 mL), stirred for 2 h and then concentrated in vacuo. The resulting residue was suspended in dicloromethane (2 mL) and DIEA (56 μL, 0.32 mmol) before 1-isocyanato-4-(trifluoromethyl)benzene (8.5 μL, 0.08 mmol) was added. After 10 min of stirring the reaction mixture was concentrated in vacuo. Purification of the resulting residue by semi-preparat... Product: CCOC1CCC(=O)CC1. As a reaction SMILES: [CH2:1]([CH3:2])[O:3][CH:4]1[CH2:5][CH2:6][C:7]2([O:8][CH2:11][CH2:10][O:9]2)[CH2:12][CH2:13]1.[CH3:31][C:32](=[O:33])[CH3:34].[OH2:35].[c:14]1([CH3:15])[cH:16][cH:17][c:18]([S:19]([O-:20])(=[O:21])=[O:22])[cH:23][cH:24]1.[nH+:25]1[cH:26][cH:27][cH:28][cH:29][cH:30]1>>[CH2:1]([CH3:2])[O:3][CH:4]1[CH2:5][CH2:6][C:7](=[O:8])[CH2:12][CH2:13]1. Starting materials: CCOC1CCC2(CC1)OCCO2, CC(C)=O, O, Cc1ccc(S(=O)(=O)[O-])cc1, c1cc[nH+]cc1. Reactants: ClCCCCCCOC=1C(=CC=C2C(=CC(NC12)=O)NC1=C(C=NC=C1Cl)Cl)OC (8-(6-chlorohexyloxy)-4-(3,5-dichloropyridin-4-ylamino)-7-methoxyquinolin-2(1H)-one), ClC=1C=NC=C(C1NC1=CC(NC2=C(C(=CC=C12)OC)O)=O)Cl (4-(3,5-dichloropyridin-4-ylamino)-8-hydroxy-7-methoxyquinolin-2(1H)-one), ClC=1C=NC=C(C1NC1=CC(NC2=C(C(=CC=C12)OC)O)=O)Cl (4-(3,5-dichloropyridin-4-ylamino)-8-hydroxy-7-methoxyquinolin-2(1H)-one), BrCCCCCCCBr (1,7-dibromoheptane), CN1CCNCC1 (1-methylpiperazine). The product is ClC=1C=NC=C(C1NC1=CC(NC2=C(C(=CC=C12)OC)OCCCCCCCN1CCN(CC1)C)=O)Cl (4-(3,5-dichloropyridin-4-ylamino)-7-methoxy-8-(7-(4-methylpiperazin-1-yl)heptyloxy)quinolin-2(1H)-one). As a reaction SMILES: [Cl:1][C:2]1[CH:3]=[N:4][CH:5]=[C:6]([Cl:23])[C:7]=1[NH:8][C:9]1[C:18]2[C:13](=[C:14]([OH:21])[C:15]([O:19][CH3:20])=[CH:16][CH:17]=2)[NH:12][C:11](=[O:22])[CH:10]=1.Br[CH2:25][CH2:26][CH2:27][CH2:28][CH2:29][CH2:30][CH2:31]Br.[CH3:33][N:34]1[CH2:39][CH2:38][NH:37][CH2:36][CH2:35]1.ClCCCCCCOC1C(OC)=CC=C2C=1NC(=O)C=C2NC1C(Cl)=CN=CC=1Cl>>[Cl:1][C:2]1[CH:3]=[N:4][CH:5]=[C:6]([Cl:23])[C:7]=1[NH:8][C:9]1[C:18]2[C:13](=[C:14]([O:21][CH2:25][CH2:26][CH2:27][CH2:28][CH2:29][CH2:30][CH2:31][N:37]3[CH2:38][CH2:39][N:34]([CH3:33])[CH2:35][CH2:36]3)[C:15]([O:19][CH3:20])=[CH:16][CH:17]=2)[NH:12][C:11](=[O:22])[CH:10]=1. Procedure: The title compound was prepared from 4-(3,5-dichloropyridin-4-ylamino)-8-hydroxy-7-methoxyquinolin-2(1H)-one (Intermediate 3), 1,7-dibromoheptane, and 1-methylpiperazine following the procedures outlined for Intermediate 4 (modifications: NMP (N-methylpyrrolidone) used as solvent and 5.0 equiv of dibromide used) and Example 18, Step 2. 1H NMR (400 MHz, DMSO-d6, bis HCl salt): δ 11.87 (br, 2H), 10.46 (s, 1H), 9.22 (s, 1H), 8.81 (s, 2H), 8.01 (d, 1H), 7.16 (d, 1H), 4.95 (s, 1H), 4.01 (t, 2H), 3.94... Starting materials: Cl.C(C)N=C=NCCCN(CC)CC (1-ethyl-3-(3-diethylaminopropyl)-carbodiimide hydrochloride), O.ON1N=NC2=C1C=CC=C2 (1-hydroxy-1H-benzotriazole monohydrate), C1(CC1)N (cyclopropylamine), FC1=CC=C(NC(=O)NC2=CC=C(OC3=CC=NC4=CC(=C(C=C34)C(=O)O)OC)C=C2)C=C1 (4-(4-(((4-Fluoroanilino)carbonyl)amino)phenoxy)-7-methoxy-6-quinolinecarboxylic acid). Run in C(C)N(CC)CC (triethylamine), C(C)(=O)OCC (ethyl acetate), CN(C=O)C (dimethylformamide), O (water). Reaction conditions: time 8 hour. Product: C1(CC1)NC(=O)C=1C=C2C(=CC=NC2=CC1OC)OC1=CC=C(C=C1)NC(=O)NC1=CC=C(C=C1)F (N-{4-[6-(Cyclopropylamino)carbonyl-7-methoxy-4-quinolyl]oxyphenyl}-N′-(4-fluorophenyl)urea). Yield: 44.5%. Reaction SMILES: [F:1][C:2]1[CH:33]=[CH:32][C:5]([NH:6][C:7]([NH:9][C:10]2[CH:31]=[CH:30][C:13]([O:14][C:15]3[C:24]4[C:19](=[CH:20][C:21]([O:28][CH3:29])=[C:22]([C:25](O)=[O:26])[CH:23]=4)[N:18]=[CH:17][CH:16]=3)=[CH:12][CH:11]=2)=[O:8])=[CH:4][CH:3]=1.Cl.C(N=C=N[CH2:40][CH2:41][CH2:42][N:43](CC)CC)C.O.ON1C2C=CC=CC=2N=N1.C1(N)CC1>CN(C)C=O.O.C(OCC)(=O)C.C(N(CC)CC)C>[CH:42]1([NH:43][C:25]([C:22]2[CH:23]=[C:24]3[C:19](=[CH:20][C:21]=2[O:28][CH3:29])[N:18]=[CH:17][CH:16]=[C:15]3[O:14][C:13]2[CH:30]=[CH:31][C:10]([NH:9][C:7]([NH:6][C:5]3[CH:32]=[CH:33][C:2]([F:1])=[CH:3][CH:4]=3)=[O:8])=[CH:11][CH:12]=2)=[O:26])[CH2:40][CH2:41]1 |f:1.2,3.4|. Procedure: After dissolving the N-[4-(6-carboxy-7-methoxy-4-quinolyl)oxyphenyl]-N′-(4-fluorophenyl)urea (60 mg) synthesized in Example 341 in dimethylformamide (1.5 ml), there were added 1-ethyl-3-(3-diethylaminopropyl)-carbodiimide hydrochloride (39 mg), 1-hydroxy-1H-benzotriazole monohydrate (31 mg), triethylamine (30 μl) and cyclopropylamine (0.05 ml) and the mixture was stirred overnight at room temperature. The reaction solution was distributed between ethyl acetate and water, and the organic layer wa... Starting materials: C(C1=CC=CC=C1)OCCN1C2=C(C3=C([C@@H](C1=O)NC(C(C(=O)O)(C)C)=O)C=CC=C3)C=CC=C2 (N—[(S)-5-(2-benzyloxy-ethyl)-6-oxo-6,7-dihydro-5H-dibenzo[b,d]azepin-7-yl]-2,2-dimethyl-malonamic acid), FC(CN)(C(F)(F)F)F (2,2,3,3,3-pentafluoropropylamine), solid. Yields the product C(C1=CC=CC=C1)OCCN1C2=C(C3=C([C@@H](C1=O)NC(C(C(=O)NCC(C(F)(F)F)(F)F)(C)C)=O)C=CC=C3)C=CC=C2 (N—[(S)-5-(2-Benzyloxy-ethyl)-6-oxo-6,7-dihydro-5H-dibenzo[b,d]azepin-7-yl]-2,2-dimethyl-N′-(2,2,3,3,3-pentafluoro-propyl)-malonamide). Reaction SMILES: [CH2:1]([O:8][CH2:9][CH2:10][N:11]1[C:17](=[O:18])[C@@H:16]([NH:19][C:20](=[O:27])[C:21]([CH3:26])([CH3:25])[C:22](O)=[O:23])[C:15]2[CH:28]=[CH:29][CH:30]=[CH:31][C:14]=2[C:13]2[CH:32]=[CH:33][CH:34]=[CH:35][C:12]1=2)[C:2]1[CH:7]=[CH:6][CH:5]=[CH:4][CH:3]=1.[F:36][C:37]([F:44])([C:40]([F:43])([F:42])[F:41])[CH2:38][NH2:39]>>[CH2:1]([O:8][CH2:9][CH2:10][N:11]1[C:17](=[O:18])[C@@H:16]([NH:19][C:20](=[O:27])[C:21]([CH3:25])([CH3:26])[C:22]([NH:39][CH2:38][C:37]([F:44])([F:36])[C:40]([F:43])([F:42])[F:41])=[O:23])[C:15]2[CH:28]=[CH:29][CH:30]=[CH:31][C:14]=2[C:13]2[CH:32]=[CH:33][CH:34]=[CH:35][C:12]1=2)[C:2]1[CH:7]=[CH:6][CH:5]=[CH:4][CH:3]=1. Procedure details: Using N—[(S)-5-(2-benzyloxy-ethyl)-6-oxo-6,7-dihydro-5H-dibenzo[b,d]azepin-7-yl]-2,2-dimethyl-malonamic acid and 2,2,3,3,3-pentafluoropropylamine, the title compound was prepared in the same manner as described for example 1c. White solid (76%). MS: m/e=604(M+H+). The reactants are O=C1CCC(=O)N1Br, ClCCl, Cc1ccc(F)c(CCCO)c1, c1ccc(P(c2ccccc2)c2ccccc2)cc1. Yields the product Cc1ccc(F)c(CCCBr)c1. RXN SMILES: [Br:32][N:33]1[C:34](=[O:35])[CH2:36][CH2:37][C:38]1=[O:39].[CH2:40]([Cl:41])[Cl:42].[F:1][c:2]1[c:3]([CH2:9][CH2:10][CH2:11][OH:12])[cH:4][c:5]([CH3:8])[cH:6][cH:7]1.[c:13]1([P:14]([c:15]2[cH:16][cH:17][cH:18][cH:19][cH:20]2)[c:21]2[cH:22][cH:23][cH:24][cH:25][cH:26]2)[cH:27][cH:28][cH:29][cH:30][cH:31]1>>[F:1][c:2]1[c:3]([CH2:9][CH2:10][CH2:11][Br:32])[cH:4][c:5]([CH3:8])[cH:6][cH:7]1. Starting materials: O=C1OC(=CC(=C1C#N)N1CCCCC1)C1=CC=CC=C1 (2-oxo-6-phenyl-4-(piperidin-1-yl)-2H-pyran-3-carbonitrile), indanone-1, [H-].[Na+] (NaH). The solvent is C1CCOC1 (THF). Product: C1(=CC=CC=C1)C1=CC(=C(C=2C3=CC=CC=C3CC12)C#N)N1CCCCC1 (1-Phenyl-3-piperidin-1-yl-9H-fluorene-4-carbonitrile). As a reaction SMILES: O=[C:2]1[C:7]([C:8]#[N:9])=[C:6]([N:10]2[CH2:15][CH2:14][CH2:13][CH2:12][CH2:11]2)[CH:5]=[C:4]([C:16]2[CH:21]=[CH:20][CH:19]=[CH:18][CH:17]=2)O1.[H-].[Na+]>C1COCC1>[C:16]1([C:4]2[C:5]3[CH2:4][C:16]4[C:17](=[CH:18][CH:19]=[CH:20][CH:21]=4)[C:2]=3[C:7]([C:8]#[N:9])=[C:6]([N:10]3[CH2:15][CH2:14][CH2:13][CH2:12][CH2:11]3)[CH:5]=2)[CH:21]=[CH:20][CH:19]=[CH:18][CH:17]=1 |f:1.2|. Reported procedure: A mixture of 2-oxo-6-phenyl-4-(piperidin-1-yl)-2H-pyran-3-carbonitrile (280 mg), indanone-1 (132 mg) and NaH (36 mg) in THF was stirred for <5 min. After completion, the reaction solvent was evaporated under vacuum to dryness and crude solid was quenched with ice water and subsequently neutralized with dil. HCl, finally purified by column chromatography using ethylacetate-hexane as eluent. White solid; mp 156-156° C.; ESIMS 351 (M++1); IR (KBr) 2214 cm−1 (CN); Reactants: NCCNCCO (2-(2-aminoethylamino)ethanol), FC(C(=O)OCC)(F)F (ethyl trifluoroacetate). Solvent: CCOCC (Et2O). Reaction conditions: time 2 hour. The product is FC(C(=O)NCCNCCO)(F)F (2,2,2-Trifluoro-N-{2-[(2-hyroxyethyl)amino]ethyl}acetamide). The yield is 70.8%. RXN SMILES: [NH2:1][CH2:2][CH2:3][NH:4][CH2:5][CH2:6][OH:7].[F:8][C:9]([F:16])([F:15])[C:10](OCC)=[O:11]>CCOCC>[F:8][C:9]([F:16])([F:15])[C:10]([NH:1][CH2:2][CH2:3][NH:4][CH2:5][CH2:6][OH:7])=[O:11]. Procedure: 2-(2-aminoethylamino)ethanol (10 g, 96.01 mmol) was added via syringe to a stirred solution of ethyl trifluoroacetate (13.64 g, 96.01 mmol) in dry Et2O (30 mL) at 0° C. The resulting solution was stirred at room temperature for 2 hours by which time a white precipitate had formed. The precipitate was removed by filtration, washed with Et2O (100 mL), and dried in vacuo for 3 hours to afford the title compound (13.6 g, 100%). 1H NMR (300 MHz, CDCl3) δ (t, J=5.1 Hz, 2H), 3.45 (t, J=5.6 Hz, 2H), 2.8...